From a dataset of the Open Reaction Database (ORD), a public repository of structured organic reaction records. describe an organic reaction: reactants, conditions, products, and yield The reactants are N-Aryl-benzenesulfonamides, NC1=C(C=C(C=C1)Cl)C(=O)C1=CC(=NC=C1)C ((2-Amino-5-chloro-phenyl)-(2-methyl-pyridin-4-yl)-methanone), C(C)(C)OC1=CC=C(C=C1)S(=O)(=O)Cl (4-isopropoxy-benzenesulfonyl chloride). The product is ClC1=CC(=C(C=C1)NS(=O)(=O)C1=CC=C(C=C1)OC(C)C)C(=O)C1=CC(=NC=C1)C (N-[4-Chloro-2-(2-methyl-pyridine-4-carbonyl)-phenyl]-4-isopropoxy-benzenesulfonamide). RXN SMILES: [NH2:1][C:2]1[CH:7]=[CH:6][C:5]([Cl:8])=[CH:4][C:3]=1[C:9]([C:11]1[CH:16]=[CH:15][N:14]=[C:13]([CH3:17])[CH:12]=1)=[O:10].[CH:18]([O:21][C:22]1[CH:27]=[CH:26][C:25]([S:28](Cl)(=[O:30])=[O:29])=[CH:24][CH:23]=1)([CH3:20])[CH3:19]>>[Cl:8][C:5]1[CH:6]=[CH:7][C:2]([NH:1][S:28]([C:25]2[CH:24]=[CH:23][C:22]([O:21][CH:18]([CH3:20])[CH3:19])=[CH:27][CH:26]=2)(=[O:30])=[O:29])=[C:3]([C:9]([C:11]2[CH:16]=[CH:15][N:14]=[C:13]([CH3:17])[CH:12]=2)=[O:10])[CH:4]=1. Procedure: The title compound was prepared according to the general procedure for the synthesis of N-Aryl-benzenesulfonamides previously described using (2-Amino-5-chloro-phenyl)-(2-methyl-pyridin-4-yl)-methanone and 4-isopropoxy-benzenesulfonyl chloride and purified by HPLC. 1H NMR (CDCl3) δ 9.94 (s, 1H) 8.61 (d, J=5 Hz, 1H) 7.78 (d, J=8.8, 1H) 7.61 (d, J=8 Hz, 1H) 7.50 (dd, J=11 Hz, 2 Hz, 2H) 7.27 (d, J=2.4 Hz, 1H) 7.07 (s, 1H) 6.96 (d, J=4 Hz, 1H) 6.75 (d, J=8.8 Hz, 2H) 4.47 (m, 1H) 2.63 (s, 3H) 1.27 (s... Reactants: O=C1CCC2(C[C@@H]2C(=O)OCC)CC1 (ethyl (1S)-6-oxospiro[2.5]octane-1-carboxylate), CC1=CC=C(C=C1)S(=O)(=O)[O-].C1=CC=[NH+]C=C1 (PPTS). Run in CC(=O)C (acetone), O (water), CCOC(=O)C (EtOAc). Reaction conditions: temperature 60 celsius, time 45 hour. Yields the product O=C1CCC2(CC2C(=O)OCC)CC1 (ethyl 6-oxospiro[2.5]octane-1-carboxylate). Yield: 85.0%. Reaction SMILES: [O:1]=[C:2]1[CH2:14][CH2:13][C:5]2([C@@H:7]([C:8]([O:10][CH2:11][CH3:12])=[O:9])[CH2:6]2)[CH2:4][CH2:3]1.CC1C=CC(S([O-])(=O)=O)=CC=1.C1C=C[NH+]=CC=1>CC(C)=O.O.CCOC(C)=O>[O:1]=[C:2]1[CH2:14][CH2:13][C:5]2([CH:7]([C:8]([O:10][CH2:11][CH3:12])=[O:9])[CH2:6]2)[CH2:4][CH2:3]1 |f:1.2|. Procedure: To a solution of ethyl (1S)-6-oxospiro[2.5]octane-1-carboxylate (1.9 g, 7.91 mmol) in acetone (20 mL) and water (5 mL) was added PPTS (0.1 g, 0.398 mmol). The reaction mixture was heated at 60° C. for 5 h, and then stirred at rt for 45 h. The reaction mixture was diluted with EtOAc, washed with water, brine, dried (MgSO4) and concentrated to afford ethyl 6-oxospiro[2.5]octane-1-carboxylate as an oil (1.32 g). 1H NMR (400 MHz, CDCl3) δ ppm 4.13-4.21 (2H, m), 2.35-2.51 (3H, m), 2.19-2.30 (1H, m), ... Procedure details: To a stirred solution of 4-Benzo[1,3]dioxol-4-yl-piperidine (0.680 g, 3.31 mmol,) in dichloromethane (35 ml) and methanol (1 ml) was added at room temperature commercially available trans-tert-butyl-4-(2-oxoethyl)-cyclohexylcarbamate (1.04 g, 4.31 mmol) and the solution was allowed to stir for 120 min. Sodium triacetoxyboron hydride (1.26 g, 5.96 mmol) was added portion wise and the mixture was allowed to stir for 16 h at room temperature. The solution was poured into saturated sodium bicarbonat... Run at time 120 minute. Product: C(C)(C)(C)OC(N[C@@H]1CC[C@H](CC1)CCN1CCC(CC1)C1=CC=CC=2OCOC21)=O (trans-{4-[2-(4-Benzo[1,3]dioxol-4-yl-piperidin-1-yl)-ethyl]-cyclohexyl}-carbamic acid tert-butyl ester). Isolated yield 100.3%. Starting materials: O1COC2=C1C=CC=C2C2CCNCC2 (4-Benzo[1,3]dioxol-4-yl-piperidine), C(C)(C)(C)OC(N[C@@H]1CC[C@H](CC1)CC=O)=O (trans-tert-butyl-4-(2-oxoethyl)-cyclohexylcarbamate), C([O-])(O)=O.[Na+] (sodium bicarbonate), Sodium triacetoxyboron hydride. Solvent: ClCCl (dichloromethane), CO (methanol). As a reaction SMILES: [O:1]1[C:5]2[CH:6]=[CH:7][CH:8]=[C:9]([CH:10]3[CH2:15][CH2:14][NH:13][CH2:12][CH2:11]3)[C:4]=2[O:3][CH2:2]1.[C:16]([O:20][C:21](=[O:32])[NH:22][C@H:23]1[CH2:28][CH2:27][C@H:26]([CH2:29][CH:30]=O)[CH2:25][CH2:24]1)([CH3:19])([CH3:18])[CH3:17].C(=O)(O)[O-].[Na+]>ClCCl.CO>[C:16]([O:20][C:21](=[O:32])[NH:22][C@H:23]1[CH2:24][CH2:25][C@H:26]([CH2:29][CH2:30][N:13]2[CH2:14][CH2:15][CH:10]([C:9]3[C:4]4[O:3][CH2:2][O:1][C:5]=4[CH:6]=[CH:7][CH:8]=3)[CH2:11][CH2:12]2)[CH2:27][CH2:28]1)([CH3:19])([CH3:18])[CH3:17] |f:2.3|. Reactants: [BH4-].[Na+] (Sodium borohydride), ClC=1C=C(C=CC1)C1=CC(=NO1)C(=O)OCC (ethyl 5-(3-chlorophenyl)isoxazole-3-carboxylate). The solvent is CO (methanol). Run at temperature 50 celsius. Yields the product ClC=1C=C(C=CC1)C1=CC(=NO1)CO ([5-(3-chlorophenyl)isoxazol-3-yl]methanol). Reaction SMILES: [BH4-].[Na+].[Cl:3][C:4]1[CH:5]=[C:6]([C:10]2[O:14][N:13]=[C:12]([C:15](OCC)=[O:16])[CH:11]=2)[CH:7]=[CH:8][CH:9]=1>CO>[Cl:3][C:4]1[CH:5]=[C:6]([C:10]2[O:14][N:13]=[C:12]([CH2:15][OH:16])[CH:11]=2)[CH:7]=[CH:8][CH:9]=1 |f:0.1|. Procedure details: Sodium borohydride (96.7 g, 2.6 mol) was slowly added to a solution of ethyl 5-(3-chlorophenyl)isoxazole-3-carboxylate (214.5 g, 0.85 mol) in methanol (2.5 L) at 0° C. The reaction mixture was heated at 50° C. for 2 h and was quenched with EtOAc at r.t. Most of the solvent was distilled off and to the remaining crude was added EtOAc. The organic layer was washed with water, saturated brine and concentrated to give the title compound, which was used directly in the next step. MS (M++1)=210. Starting materials: FC(C1=C(C=CC=C1)NN)(F)F ((2-(Trifluoromethyl)phenyl)hydrazine), C(C)OC=C(C#N)C#N (2-(ethoxymethylene)malononitrile). Run in CO (methanol), CO (MeOH). Reaction conditions: temperature 0 celsius, time 0.5 hour. Yields the product NC1=C(C=NN1C1=C(C=CC=C1)C(F)(F)F)C#N (5-amino-1-[2-(trifluoromethyl)phenyl]pyrazole-4-carbonitrile). The yield is 100.0%. As a reaction SMILES: [F:1][C:2]([F:12])([F:11])[C:3]1[CH:8]=[CH:7][CH:6]=[CH:5][C:4]=1[NH:9][NH2:10].C(O[CH:16]=[C:17]([C:20]#[N:21])[C:18]#[N:19])C>CO>[NH2:21][C:20]1[N:9]([C:4]2[CH:5]=[CH:6][CH:7]=[CH:8][C:3]=2[C:2]([F:11])([F:12])[F:1])[N:10]=[CH:16][C:17]=1[C:18]#[N:19]. Procedure details: (2-(Trifluoromethyl)phenyl)hydrazine (CAS no. 365-34-4) (10.0 g, 56.77 mmol) was dissolved in MeOH (150 mL) under nitrogen at 0° C. 2-(ethoxymethylene)malononitrile (6.93 g, 56.77 mmol) added portionwise over 2 mins and the mixture stirred at ˜0° C. for 0.5 hours. The reaction was heated at reflux for 2 hours. Further methanol (15 mL) was added to aid mobility. The mixture was allowed to cool and was evaporated to give the product (14.3 g, 100%) which was used without further purification. 1H NM... Starting materials: C(C)(C)(C)OC(=O)N1CCC(CC1)CC(=O)O (2-(1-(tert-butoxycarbonyl)piperidin-4-yl)acetic acid), NC1=C(C=C(C=C1)Br)O (2-amino-5-bromophenol), C(CCl)Cl (EDC). Run in C(C)#N (acetonitrile). Run at time 8 hour. The product is BrC1=CC(=C(C=C1)NC(CC1CCN(CC1)C(=O)OC(C)(C)C)=O)O (tert-Butyl 4-(2-(4-bromo-2-hydroxyphenylamino)-2-oxoethyl)piperidine-1-carboxylate). Isolated yield 48.5%. Reaction SMILES: [C:1]([O:5][C:6]([N:8]1[CH2:13][CH2:12][CH:11]([CH2:14][C:15]([OH:17])=O)[CH2:10][CH2:9]1)=[O:7])([CH3:4])([CH3:3])[CH3:2].[NH2:18][C:19]1[CH:24]=[CH:23][C:22]([Br:25])=[CH:21][C:20]=1[OH:26].C(Cl)CCl>C(#N)C>[Br:25][C:22]1[CH:23]=[CH:24][C:19]([NH:18][C:15](=[O:17])[CH2:14][CH:11]2[CH2:10][CH2:9][N:8]([C:6]([O:5][C:1]([CH3:2])([CH3:3])[CH3:4])=[O:7])[CH2:13][CH2:12]2)=[C:20]([OH:26])[CH:21]=1. Reported procedure: To a solution of 2-(1-(tert-butoxycarbonyl)piperidin-4-yl)acetic acid (0.5 g, 2.055 mmol) in acetonitrile (6 mL) was added 2-amino-5-bromophenol (0.421 g, 2.24 mmol), followed by EDC (0.508 g, 2.65 mmol). The mixture was stirred at rt overnight. It was quenched with NH4Cl (aq, sat, 5 mL). The organic layer was separated; the aqueous layer was back extracted with EtOAc (3×5 mL). The combined organic layers were dried (Na2SO4), filtered, and concentrated. The residue was purified by column chromat... Reactants: C(C)(C)C1=C(C(=CC(=C1)O)C(C)C)NC(N(CCN1CCN(CC1)CCSC=1OC2=C(N1)C=CC=C2C(F)(F)F)CCCCCCC)=O (N′-(2,6-diisopropyl-4-hydroxyphenyl)-N-heptyl-N-[2-[4-[2-(7-trifluoromethylbenzoxazol-2-ylthio)ethyl]piperazin-1-yl]ethyl]urea), Cl (hydrochloride). Yields the product Cl.C(C)(C)C1=C(C(=CC(=C1)O)C(C)C)NC(N(CCN1CCN(CC1)CCSC=1OC2=C(N1)C=CC=C2C(F)(F)F)CCCCCCC)=O (N′-(2,6-diisopropyl-4-hydroxyphenyl)-N-heptyl-N-[2-[4-[2-(7-trifluoromethylbenzoxazol-2-ylthio)ethyl]piperazin-1-yl]ethyl]urea hydrochloride). Reaction SMILES: [CH:1]([C:4]1[CH:9]=[C:8]([OH:10])[CH:7]=[C:6]([CH:11]([CH3:13])[CH3:12])[C:5]=1[NH:14][C:15](=[O:48])[N:16]([CH2:41][CH2:42][CH2:43][CH2:44][CH2:45][CH2:46][CH3:47])[CH2:17][CH2:18][N:19]1[CH2:24][CH2:23][N:22]([CH2:25][CH2:26][S:27][C:28]2[O:29][C:30]3[C:36]([C:37]([F:40])([F:39])[F:38])=[CH:35][CH:34]=[CH:33][C:31]=3[N:32]=2)[CH2:21][CH2:20]1)([CH3:3])[CH3:2].[ClH:49]>>[ClH:49].[CH:1]([C:4]1[CH:9]=[C:8]([OH:10])[CH:7]=[C:6]([CH:11]([CH3:13])[CH3:12])[C:5]=1[NH:14][C:15](=[O:48])[N:16]([CH2:41][CH2:42][CH2:43][CH2:44][CH2:45][CH2:46][CH3:47])[CH2:17][CH2:18][N:19]1[CH2:20][CH2:21][N:22]([CH2:25][CH2:26][S:27][C:28]2[O:29][C:30]3[C:36]([C:37]([F:38])([F:39])[F:40])=[CH:35][CH:34]=[CH:33][C:31]=3[N:32]=2)[CH2:23][CH2:24]1)([CH3:3])[CH3:2] |f:2.3|. Procedure: This urea compound was then converted into its salt with hydrochloride according to a conventional way and recrystallized from chloroform-hexane to provide the desired compound as colorless needles. Reactants: C(C)(C)(C)OC(C(C(C)C)CS(=O)(=O)Cl)=O (2-Chlorosulfonylmethyl-3-methylbutyric acid tert-butyl ester), ClCCl (dichloromethane), O1CCOC12CCNCC2 (1,4-dioxa-8-aza-spiro[4.5]decane). Run in C(C)N(CC)CC (triethylamine). Yields the product C(C)(C)(C)OC(C(C(C)C)CS(=O)(=O)N1CCC2(OCCO2)CC1)=O (2-(1,4-Dioxa-8-azaspiro[4.5]decane-8-sulfonylmethyl)-3-methyl-butyric acid tert-butyl ester). As a reaction SMILES: [C:1]([O:5][C:6](=[O:16])[CH:7]([CH2:11][S:12](Cl)(=[O:14])=[O:13])[CH:8]([CH3:10])[CH3:9])([CH3:4])([CH3:3])[CH3:2].ClCCl.[O:20]1[C:24]2([CH2:29][CH2:28][NH:27][CH2:26][CH2:25]2)[O:23][CH2:22][CH2:21]1>C(N(CC)CC)C>[C:1]([O:5][C:6](=[O:16])[CH:7]([CH2:11][S:12]([N:27]1[CH2:28][CH2:29][C:24]2([O:23][CH2:22][CH2:21][O:20]2)[CH2:25][CH2:26]1)(=[O:14])=[O:13])[CH:8]([CH3:10])[CH3:9])([CH3:4])([CH3:3])[CH3:2]. Procedure: 2-Chlorosulfonylmethyl-3-methylbutyric acid tert-butyl ester, dichloromethane (60 ml), triethylamine (82 ml), and 1,4-dioxa-8-aza-spiro[4.5]decane(1.59 g) were reacted as above. Purification by flash chromatography (eluent 50% hexane/diethyl ether) yielded the title compound as a green gum (1.57 g). Rf 0.35 (50% hexane/diethyl ether). Starting materials: CN(C)C=O, [H-], O=[N+]([O-])c1ccccc1CBr, [Na+], COc1cc(C(=O)N(C)c2ccc(C)cc2OCCCCCC(=O)N2CCN(C)CC2)ccc1O. Yields the product COc1cc(C(=O)N(C)c2ccc(C)cc2OCCCCCC(=O)N2CCN(C)CC2)ccc1OCc1ccccc1[N+](=O)[O-]. RXN SMILES: [CH3:49][N:50]([CH3:51])[CH:52]=[O:53].[H-:36].[N+:38](=[O:39])([O-:40])[c:41]1[c:42]([CH2:43][Br:44])[cH:45][cH:46][cH:47][cH:48]1.[Na+:37].[OH:1][c:2]1[c:3]([O:34][CH3:35])[cH:4][c:5]([C:6](=[O:7])[N:8]([c:9]2[c:10]([O:16][CH2:17][CH2:18][CH2:19][CH2:20][CH2:21][C:22](=[O:23])[N:24]3[CH2:25][CH2:26][N:27]([CH3:30])[CH2:28][CH2:29]3)[cH:11][c:12]([CH3:15])[cH:13][cH:14]2)[CH3:31])[cH:32][cH:33]1>>[O:1]([c:2]1[c:3]([O:34][CH3:35])[cH:4][c:5]([C:6](=[O:7])[N:8]([c:9]2[c:10]([O:16][CH2:17][CH2:18][CH2:19][CH2:20][CH2:21][C:22](=[O:23])[N:24]3[CH2:25][CH2:26][N:27]([CH3:30])[CH2:28][CH2:29]3)[cH:11][c:12]([CH3:15])[cH:13][cH:14]2)[CH3:31])[cH:32][cH:33]1)[CH2:43][c:42]1[c:41]([N+:38](=[O:39])[O-:40])[cH:48][cH:47][cH:46][cH:45]1. Reactants: C(C1=CC=CC=C1)OC1=CC=C(C=C1)C=1C(NC(NN1)=O)C (6-(4-Benzyloxyphenyl)-5-methyl-4,5-dihydro-1,2,4-triazin-3(2H)-one). Reagents/catalysts: [Pd] (palladium on carbon). Solvent: C(C)(=O)O (acetic acid). The product is OC1=CC=C(C=C1)C=1C(NC(NN1)=O)C (6-(4-hydroxyphenyl)-5-methyl-4,5-dihydro-1,2,4-triazin-3(2H)-one). The yield is 40.3%. Reaction SMILES: C([O:8][C:9]1[CH:14]=[CH:13][C:12]([C:15]2[CH:16]([CH3:22])[NH:17][C:18](=[O:21])[NH:19][N:20]=2)=[CH:11][CH:10]=1)C1C=CC=CC=1>C(O)(=O)C.[Pd]>[OH:8][C:9]1[CH:10]=[CH:11][C:12]([C:15]2[CH:16]([CH3:22])[NH:17][C:18](=[O:21])[NH:19][N:20]=2)=[CH:13][CH:14]=1. Procedure: 6-(4-Benzyloxyphenyl)-5-methyl-4,5-dihydro-1,2,4-triazin-3(2H)-one (1.5 g) obtained by the procedure of Examples 3-(1) to 3-(5) was dissolved in acetic acid (36 ml) and the hydrogenolysis reaction was carried out with 5% palladium on carbon (1.6 g) at atmospheric pressure and room temperature. After the theoretical amount of hydrogen gas had been absorbed, the catalyst was filtered off and the filtrate was concentrated to dryness under reduced pressure. To the residue was added water and the sol...